describe an organic reaction: reactants, conditions, products, and yield From a dataset of the Open Reaction Database (ORD), a public repository of structured organic reaction records. Starting materials: ClC=1C=C(C=C(C1OC)Cl)B1OC(C(O1)(C)C)(C)C (2-(3,5-dichloro-4-(methoxy)phenyl)-4,4,5,5-tetramethyl-1,3,2-dioxaborolane), BrC(=C)C(F)(F)F (2-bromo-3,3,3-trifluoroprop-1-ene), C(=O)([O-])[O-].[Cs+].[Cs+] (Cs2CO3). Reagents/catalysts: Cl[Pd]([P](C1=CC=CC=C1)(C2=CC=CC=C2)C3=CC=CC=C3)([P](C4=CC=CC=C4)(C5=CC=CC=C5)C6=CC=CC=C6)Cl (Pd(PPh3)2Cl2). Run in C1CCOC1 (THF). Run at temperature 70 celsius. Product: ClC1=C(C(=CC(=C1)C(=C)C(F)(F)F)Cl)C(F)(F)F (1,3-dichloro-2-(trifluoromethyl)-5-(3,3,3-trifluoro-prop-1-en-2-yl)benzene). Isolated yield 81.4%. Reaction SMILES: [Cl:1][C:2]1[CH:3]=[C:4](B2OC(C)(C)C(C)(C)O2)[CH:5]=[C:6]([Cl:10])[C:7]=1OC.Br[C:21]([C:23]([F:26])([F:25])[F:24])=[CH2:22].C([O-])([O-])=O.[Cs+].[Cs+]>C1COCC1.Cl[Pd](Cl)([P](C1C=CC=CC=1)(C1C=CC=CC=1)C1C=CC=CC=1)[P](C1C=CC=CC=1)(C1C=CC=CC=1)C1C=CC=CC=1>[Cl:10][C:6]1[CH:5]=[C:4]([C:21]([C:23]([F:26])([F:25])[F:24])=[CH2:22])[CH:3]=[C:2]([Cl:1])[C:7]=1[C:23]([F:26])([F:25])[F:24] |f:2.3.4,^1:40,59|. Reported procedure: A mixture of 2-(3,5-dichloro-4-(methoxy)phenyl)-4,4,5,5-tetramethyl-1,3,2-dioxaborolane (0.4 g, 1.33 mmol), 2-bromo-3,3,3-trifluoroprop-1-ene (0.28 g, 1.59 mmol), Cs2CO3 (1.33 mL, 2M, 2.66 mmol) and Pd(PPh3)2Cl2 (28 mg) in THF (30 mL) was heated at 70° C. in a sealed tube for 4 h. The mixture was cooled to rt and partitioned between ether and H2O. The aqueous layer was extracted with EA and the combined organic layers were dried over Na2SO4. The solvent was removed under reduced pressure and the... The reactants are C(C1=CC=CC=C1)N1C2C3CCC(C1CC2)N3C (9-benzyl-10-methyl-9,10-diazatricyclo[4.2.1.12,5]decane), [H][H] (hydrogen). The solvent is CCO (EtOH), [Pd] (Pd—C). Yields the product CN1C2C3CCC(C1CC2)N3 (9-methyl-9,10-diazatricyclo[4.2.1.12,5]decane). RXN SMILES: [CH2:1]([N:8]1[CH:14]2[CH2:15][CH2:16][CH:9]1[CH:10]1[N:17](C)[CH:13]2[CH2:12][CH2:11]1)C1C=CC=CC=1.[H][H]>CCO.[Pd]>[CH3:1][N:8]1[CH:14]2[CH2:15][CH2:16][CH:9]1[CH:10]1[NH:17][CH:13]2[CH2:12][CH2:11]1. Procedure details: To a cold (0° C.) solution of 9-benzyl-9,10-diazatricyclo[4.2.1.12,5]decane (J. Med. Chem. 2000, 43, 2115-2123) and TEA in an DMF (1-2 ml) was added MeI. The mixture was allowed to warm to rt and stirred for 2-3 h. The rxn mixture was evaporated to dryness and partitioned between ether and satd. NaHCO3 and ether layer separated, washed with brine and dried (Na2SO4). Evaporation of ether afforded 9-benzyl-10-methyl-9,10-diazatricyclo[4.2.1.12,5]decane as a light-brown oil. A stirred suspension of... Starting materials: C(C1=CC=CC=C1)OC(COC1=CC(=C(C=C1)NC(=O)C=1C(=CC=CC1)C1=CC=C(C=C1)C(F)(F)F)C(N(C)C)=O)=O ({3-Dimethylcarbamoyl-4-[(4′-trifluoromethylbiphenyl-2-carbonyl)amino]phenoxy}acetic acid benzyl ester). Reagents/catalysts: [C].[Pd] (palladium carbon). Solvent: C(C)(=O)OCC (ethyl acetate). Reaction conditions: time 1 hour. Yields the product CN(C(=O)C=1C=C(OCC(=O)O)C=CC1NC(=O)C=1C(=CC=CC1)C1=CC=C(C=C1)C(F)(F)F)C ({3-dimethylcarbamoyl-4-[(4′-trifluoromethylbiphenyl-2-carbonyl)amino]phenoxy}acetic acid). The yield is 53.8%. RXN SMILES: C([O:8][C:9](=[O:42])[CH2:10][O:11][C:12]1[CH:17]=[CH:16][C:15]([NH:18][C:19]([C:21]2[C:22]([C:27]3[CH:32]=[CH:31][C:30]([C:33]([F:36])([F:35])[F:34])=[CH:29][CH:28]=3)=[CH:23][CH:24]=[CH:25][CH:26]=2)=[O:20])=[C:14]([C:37](=[O:41])[N:38]([CH3:40])[CH3:39])[CH:13]=1)C1C=CC=CC=1>C(OCC)(=O)C.[C].[Pd]>[CH3:39][N:38]([CH3:40])[C:37]([C:14]1[CH:13]=[C:12]([CH:17]=[CH:16][C:15]=1[NH:18][C:19]([C:21]1[C:22]([C:27]2[CH:28]=[CH:29][C:30]([C:33]([F:34])([F:35])[F:36])=[CH:31][CH:32]=2)=[CH:23][CH:24]=[CH:25][CH:26]=1)=[O:20])[O:11][CH2:10][C:9]([OH:42])=[O:8])=[O:41] |f:2.3|. Procedure details: {3-Dimethylcarbamoyl-4-[(4′-trifluoromethylbiphenyl-2-carbonyl)amino]phenoxy}acetic acid benzyl ester (260 mg) was dissolved in ethyl acetate (5 mL), and thereto was added 7.5% palladium carbon (250 mg). The mixture was stirred for 1 hour under hydrogen atomosphere. The reaction solution was filtered through a Celite and the filtrate was concentrated to give {3-dimethylcarbamoyl-4-[(4′-trifluoromethylbiphenyl-2-carbonyl)amino]phenoxy}acetic acid (118 mg). Reactants: NC1=C(C(=NN1C1=C(C=CC(=C1)[N+](=O)[O-])C=O)C1=CC=C(C=C1)OC1=CC=CC=C1)C(=O)N (5-amino-1-(2-formyl-5-nitrophenyl)-3-(4-phenoxyphenyl)-1H-pyrazole-4-carboxamide). The reagents and catalysts are CC(=O)O (HOAc). The solvent is CO (CH3OH), C(Cl)Cl (DCM). Conditions: time 16 hour. The product is [N+](=O)([O-])C1=CC=C2C=NC=3N(C2=C1)N=C(C3C(=O)N)C3=CC=C(C=C3)OC3=CC=CC=C3 (8-nitro-2-(4-phenoxyphenyl)pyrazolo[1,5-a]quinazoline-3-carboxamide). The yield is 62.7%. RXN SMILES: [NH2:1][C:2]1[N:6]([C:7]2[CH:12]=[C:11]([N+:13]([O-:15])=[O:14])[CH:10]=[CH:9][C:8]=2[CH:16]=O)[N:5]=[C:4]([C:18]2[CH:23]=[CH:22][C:21]([O:24][C:25]3[CH:30]=[CH:29][CH:28]=[CH:27][CH:26]=3)=[CH:20][CH:19]=2)[C:3]=1[C:31]([NH2:33])=[O:32]>CO.C(Cl)Cl.CC(O)=O>[N+:13]([C:11]1[CH:12]=[C:7]2[C:8]([CH:16]=[N:1][C:2]3[N:6]2[N:5]=[C:4]([C:18]2[CH:19]=[CH:20][C:21]([O:24][C:25]4[CH:26]=[CH:27][CH:28]=[CH:29][CH:30]=4)=[CH:22][CH:23]=2)[C:3]=3[C:31]([NH2:33])=[O:32])=[CH:9][CH:10]=1)([O-:15])=[O:14]. Procedure details: To a solution of 5-amino-1-(2-formyl-5-nitrophenyl)-3-(4-phenoxyphenyl)-1H-pyrazole-4-carboxamide (400 mg, 0.9 mmol) in 5 mL of CH3OH and 5 mL of DCM was added HOAc (1 drops). After stirring at RT for 16 hr, the mixture was concentrated and purified by chromatography column on silica gel eluting with PE/EA to afford 240 mg (63%) of 8-nitro-2-(4-phenoxyphenyl)pyrazolo[1,5-a]quinazoline-3-carboxamide as a yellow solid. MS (ESI) m/e [M+1]+ 425.8. The reactants are CCN(C(C)C)C(C)C (DIPEA), O(C(=O)OC(C)(C)C)C(=O)OC(C)(C)C (BOC2O), BrC=1C=C2CCNCC2=CC1 (6-bromo-1,2,3,4-tetrahydroisoquinoline), BrC=1C=CC=C2CCNCC12 (8-bromo-1,2,3,4-tetrahydroisoquinoline). Solvent: C1CCOC1 (THF). The product is BrC=1C=C2CCN(CC2=CC1)C(=O)OC(C)(C)C (tert-butyl 6-bromo-3,4-dihydroisoquinoline-2(1H)-carboxylate), BrC=1C=CC=C2CCN(CC12)C(=O)OC(C)(C)C (tert-butyl 8-bromo-3,4-dihydroisoquinoline-2(1H)-carboxylate). Yield: 88.0%. RXN SMILES: [Br:1][C:2]1[CH:3]=[C:4]2[C:9](=[CH:10][CH:11]=1)[CH2:8][NH:7][CH2:6][CH2:5]2.[Br:12][C:13]1[CH:14]=[CH:15][CH:16]=[C:17]2[C:22]=1[CH2:21][NH:20][CH2:19][CH2:18]2.CCN(C(C)C)C(C)C.[O:32]([C:40]([O:42][C:43]([CH3:46])([CH3:45])[CH3:44])=[O:41])[C:33]([O:35][C:36]([CH3:39])([CH3:38])[CH3:37])=O>C1COCC1>[Br:1][C:2]1[CH:3]=[C:4]2[C:9](=[CH:10][CH:11]=1)[CH2:8][N:7]([C:33]([O:35][C:36]([CH3:39])([CH3:38])[CH3:37])=[O:32])[CH2:6][CH2:5]2.[Br:12][C:13]1[CH:14]=[CH:15][CH:16]=[C:17]2[C:22]=1[CH2:21][N:20]([C:40]([O:42][C:43]([CH3:44])([CH3:45])[CH3:46])=[O:41])[CH2:19][CH2:18]2. Procedure: To a mixture of 6-bromo-1,2,3,4-tetrahydroisoquinoline and 8-bromo-1,2,3,4-tetrahydroisoquinoline (22.1 mmol) in THF (100 mL) was added DIPEA (22.1 mmol) and BOC2O (24 mmol). The reaction mixture was allowed to stir at rt over the weekend and then concentrated. Water (5 mL) was added to the residue and the pH was adjusted to 2 by the addition of 1N H3PO4. The mixture was extracted with EtOAc. The organic solutions were combined, dried over Na2SO4, filtered and concentrated. The residue was purif...